Dataset: the Open Reaction Database (ORD), a public repository of structured organic reaction records. Task: describe an organic reaction: reactants, conditions, products, and yield Reactants: CC1=NOC(=C1CN1N=CC(=C1)N1C(NC(C1=O)(C)C)=O)C (3-(1-((3,5-dimethylisoxazol-4-yl)methyl)-1H-pyrazol-4-yl)-5,5-dimethylimidazolidine-2,4-dione), ClCC1=NN(C(=C1)C)C (3-(chloromethyl)-1,5-dimethyl-1H-pyrazole). Yields the product CN1N=C(C=C1C)CN1C(N(C(C1(C)C)=O)C=1C=NN(C1)CC=1C(=NOC1C)C)=O (1-((1,5-dimethyl-1H-pyrazol-3-yl)methyl)-3-(1-((3,5-dimethylisoxazol-4-yl)methyl)-1H-pyrazol-4-yl)-5,5-dimethylimidazolidine-2,4-dione). Reaction SMILES: [CH3:1][C:2]1[C:6]([CH2:7][N:8]2[CH:12]=[C:11]([N:13]3[C:17](=[O:18])[C:16]([CH3:20])([CH3:19])[NH:15][C:14]3=[O:21])[CH:10]=[N:9]2)=[C:5]([CH3:22])[O:4][N:3]=1.Cl[CH2:24][C:25]1[CH:29]=[C:28]([CH3:30])[N:27]([CH3:31])[N:26]=1>>[CH3:31][N:27]1[C:28]([CH3:30])=[CH:29][C:25]([CH2:24][N:15]2[C:16]([CH3:19])([CH3:20])[C:17](=[O:18])[N:13]([C:11]3[CH:10]=[N:9][N:8]([CH2:7][C:6]4[C:2]([CH3:1])=[N:3][O:4][C:5]=4[CH3:22])[CH:12]=3)[C:14]2=[O:21])=[N:26]1. Procedure: Prepared as in Example 12-16 from 3-(1-((3,5-dimethylisoxazol-4-yl)methyl)-1H-pyrazol-4-yl)-5,5-dimethylimidazolidine-2,4-dione (Example 12-16a) and 3-(chloromethyl)-1,5-dimethyl-1H-pyrazole. MS 412 (MH+). The title compound was shown to inhibit hT2R08 bitter receptor and had an IC50 of 0.16 μM. Reactants: Cl (hydrochloric acid), NC=1SC(=C(N1)C(F)(F)F)Cl (2-Amino-5-chloro-4-trifluoromethylthiazole), ice water, ClC1=C(C=C(C(=O)Cl)C=C1)[N+](=O)[O-] (4-chloro-3-nitrobenzoylchloride). Run in N1=CC=CC=C1 (pyridine). The product is ClC1=C(N=C(S1)NC(C1=CC(=C(C=C1)Cl)[N+](=O)[O-])=O)C(F)(F)F (N-(5-chloro-4-trifluoromethylthiazol-2-yl)-4-chloro-3-nitro-benzamide). Yield: 43.5%. As a reaction SMILES: [NH2:1][C:2]1[S:3][C:4]([Cl:11])=[C:5]([C:7]([F:10])([F:9])[F:8])[N:6]=1.[Cl:12][C:13]1[CH:21]=[CH:20][C:16]([C:17](Cl)=[O:18])=[CH:15][C:14]=1[N+:22]([O-:24])=[O:23].Cl>N1C=CC=CC=1>[Cl:11][C:4]1[S:3][C:2]([NH:1][C:17](=[O:18])[C:16]2[CH:20]=[CH:21][C:13]([Cl:12])=[C:14]([N+:22]([O-:24])=[O:23])[CH:15]=2)=[N:6][C:5]=1[C:7]([F:10])([F:8])[F:9]. Reported procedure: 2-Amino-5-chloro-4-trifluoromethylthiazole (1.0 g) was dissolved in pyridine (5 ml) and 4-chloro-3-nitrobenzoylchloride (1.1 g) was added at room temperature with stirring. The mixture was stirred for 1 day at room temperature. The mixture was poured into ice water and acidified with aqueous hydrochloric acid then extracted with chloroform. The chloroform layer was dried over magnesium sulfate and the solvent was removed under reduced pressure. The solid thus obtained was recrystallized from met... Starting materials: [Li+].CC(C)[N-]C(C)C (LDA), O=C1N(CCC1)C(=O)OC(C)(C)C (tert-Butyl 2-oxopyrrolidine-1-carboxylate), BrCC(=O)OCC (Ethyl 2-bromoacetate). Run in C1CCOC1 (THF). Reaction conditions: temperature -78 celsius, time 1 hour. Yields the product C(C)OC(CC1C(N(CC1)C(=O)OC(C)(C)C)=O)=O (tert-butyl 3-(2-ethoxy-2-oxoethyl)-2-oxopyrrolidine-1-carboxylate). As a reaction SMILES: [O:1]=[C:2]1[CH2:6][CH2:5][CH2:4][N:3]1[C:7]([O:9][C:10]([CH3:13])([CH3:12])[CH3:11])=[O:8].[Li+].CC([N-]C(C)C)C.Br[CH2:23][C:24]([O:26][CH2:27][CH3:28])=[O:25]>C1COCC1>[CH2:27]([O:26][C:24](=[O:25])[CH2:23][CH:6]1[CH2:5][CH2:4][N:3]([C:7]([O:9][C:10]([CH3:13])([CH3:12])[CH3:11])=[O:8])[C:2]1=[O:1])[CH3:28] |f:1.2|. Reported procedure: tert-Butyl 2-oxopyrrolidine-1-carboxylate (10 g, 54.0 mmol) was dissolved in THF (75 mL) and cooled to −78° C. LDA (1.8 M in THF/heptane, 30.0 mL, 54.0 mmol) was added and the solution was stirred for 1 h. Ethyl 2-bromoacetate (9.02 g, 54.0 mmol) was added and the mixture was stirred for 1 h and allowed to warm to room temperature and stirred for 16 h. The reaction mixture was partitioned between water and EtOAc. The aqueous layer was extracted two times with EtOAc and the combined extracts were... Product: COC(=O)COC1=CC=C(C=C1)CCO (2-(4-Methoxycarbonylmethyloxyphenyl)-ethanol). Starting materials: OC1=CC=C(C=C1)CCO (2-(4-hydroxyphenyl)-ethanol), C([O-])([O-])=O.[K+].[K+] (potassium carbonate), BrCC(=O)OC (methyl bromoacetate). Procedure: Prepared from 2-(4-hydroxyphenyl)-ethanol, potassium carbonate and methyl bromoacetate analogously to Example XXXVa. RXN SMILES: [OH:1][C:2]1[CH:7]=[CH:6][C:5]([CH2:8][CH2:9][OH:10])=[CH:4][CH:3]=1.C(=O)([O-])[O-].[K+].[K+].Br[CH2:18][C:19]([O:21][CH3:22])=[O:20]>>[CH3:22][O:21][C:19]([CH2:18][O:1][C:2]1[CH:7]=[CH:6][C:5]([CH2:8][CH2:9][OH:10])=[CH:4][CH:3]=1)=[O:20] |f:1.2.3|. Reactants: CC1(C)OCC(c2cc(Br)ccc2F)(C(F)F)N(S(=O)(=O)c2ccccc2[N+](=O)[O-])C1=O, O=C([O-])[O-], [K+], [K+], CN(C)C=O, O=C(O)CS. The product is CC1(C)OCC(c2cc(Br)ccc2F)(C(F)F)NC1=O. As a reaction SMILES: [Br:1][c:2]1[cH:3][cH:4][c:5]([F:32])[c:6]([C:8]2([CH:29]([F:30])[F:31])[N:9]([S:17]([c:18]3[cH:19][cH:20][cH:21][cH:22][c:23]3[N+:24]([O-:25])=[O:26])(=[O:27])=[O:28])[C:10](=[O:16])[C:11]([CH3:14])([CH3:15])[O:12][CH2:13]2)[cH:7]1.[C:38](=[O:39])([O-:40])[O-:41].[K+:42].[K+:43].[O:44]=[CH:45][N:46]([CH3:47])[CH3:48].[OH:33][C:34]([CH2:35][SH:36])=[O:37]>>[Br:1][c:2]1[cH:3][cH:4][c:5]([F:32])[c:6]([C:8]2([CH:29]([F:30])[F:31])[NH:9][C:10](=[O:16])[C:11]([CH3:14])([CH3:15])[O:12][CH2:13]2)[cH:7]1.